From a dataset of the Open Reaction Database (ORD), a public repository of structured organic reaction records. describe an organic reaction: reactants, conditions, products, and yield The reactants are CC(=CC(=O)Cl)C (3,3-dimethylacryloyl chloride), O (water), C([O-])([O-])=O.[K+].[K+] (potassium carbonate), OC=1C=C(C=CC1)CC(C1=CC=CC=C1)N1CCNCC1 (N-[2-(3-hydroxyphenyl)-1-phenylethyl]piperazine). The solvent is CO (methanol). Reaction conditions: time 2 hour. Yields the product CC(=CC(=O)N1CCN(CC1)C(CC1=CC(=CC=C1)O)C1=CC=CC=C1)C (1-(3-Methylcrotonyl)-4-[2-(3-hydroxyphenyl)-1-phenylethyl]piperazine). The yield is 79.7%. RXN SMILES: [OH:1][C:2]1[CH:3]=[C:4]([CH2:8][CH:9]([N:16]2[CH2:21][CH2:20][NH:19][CH2:18][CH2:17]2)[C:10]2[CH:15]=[CH:14][CH:13]=[CH:12][CH:11]=2)[CH:5]=[CH:6][CH:7]=1.O.C(=O)([O-])[O-].[K+].[K+].[CH3:29][C:30]([CH3:35])=[CH:31][C:32](Cl)=[O:33]>CO>[CH3:29][C:30]([CH3:35])=[CH:31][C:32]([N:19]1[CH2:18][CH2:17][N:16]([CH:9]([C:10]2[CH:15]=[CH:14][CH:13]=[CH:12][CH:11]=2)[CH2:8][C:4]2[CH:5]=[CH:6][CH:7]=[C:2]([OH:1])[CH:3]=2)[CH2:21][CH2:20]1)=[O:33] |f:2.3.4|. Procedure: In methanol (300 ml) is dissolved dl-N-[2-(3-hydroxyphenyl)-1-phenylethyl]piperazine (3.5 g) and thereto are added water (6 ml) and potassium carbonate (3.3 g). To the mixture is further added dropwise with stirring 3,3-dimethylacryloyl chloride (1.9 g) over a period of about 1 hour. The mixture is stirred at room temperature for 2 hours, and then the solvent is distilled off under reduced pressure. To the residue is added a 10% sodium carbonate aqueous solution and the mixture is extracted with... Starting materials: CC([O-])=S, COC1CN(C(=O)c2coc(N3CC(OS(C)(=O)=O)C3)n2)C1, CN(C)C=O, [K+]. Yields the product COC1CN(C(=O)c2coc(N3CC(SC(C)=O)C3)n2)C1. Reaction SMILES: [C:23]([CH3:24])(=[S:25])[O-:26].[CH3:1][S:2]([O:3][CH:6]1[CH2:7][N:8]([c:10]2[o:11][cH:12][c:13]([C:15](=[O:16])[N:17]3[CH2:18][CH:19]([O:21][CH3:22])[CH2:20]3)[n:14]2)[CH2:9]1)(=[O:4])=[O:5].[CH3:28][N:29]([CH3:30])[CH:31]=[O:32].[K+:27]>>[CH:6]1([S:25][C:23]([CH3:24])=[O:26])[CH2:7][N:8]([c:10]2[o:11][cH:12][c:13]([C:15](=[O:16])[N:17]3[CH2:18][CH:19]([O:21][CH3:22])[CH2:20]3)[n:14]2)[CH2:9]1.